This data is from the Open Reaction Database (ORD), a public repository of structured organic reaction records. The task is: describe an organic reaction: reactants, conditions, products, and yield Procedure details: 2-Chlorobenzamidoxime (3.4 g), 2-chlorobenzaldehyde (2.8 g), p-toluenesulphonic acid (1 g) and toluene (100 ml) were heated to reflux for 16 hours in Dean and Stark apparatus. The solution was then run down, and the residue was recrystallised from methanol to give 1.4 g of desired product, mp 75°-78° C. Isolated yield 24.0%. Starting materials: ClC1=C(C(N)=NO)C=CC=C1 (2-Chlorobenzamidoxime), ClC1=C(C=O)C=CC=C1 (2-chlorobenzaldehyde), C1(=CC=C(C=C1)S(=O)(=O)O)C (p-toluenesulphonic acid). The product is ClC1=C(C=CC=C1)C1=NOC(N1)C1=C(C=CC=C1)Cl (3,5-Bis(2-chlorophenyl)-4,5-dihydro-1,2,4-oxadiazole). RXN SMILES: [Cl:1][C:2]1[CH:11]=[CH:10][CH:9]=[CH:8][C:3]=1[C:4](=[N:6][OH:7])[NH2:5].[Cl:12][C:13]1[CH:20]=[CH:19][CH:18]=[CH:17][C:14]=1[CH:15]=O.C1(C)C=CC(S(O)(=O)=O)=CC=1>C1(C)C=CC=CC=1>[Cl:1][C:2]1[CH:11]=[CH:10][CH:9]=[CH:8][C:3]=1[C:4]1[NH:5][CH:15]([C:14]2[CH:17]=[CH:18][CH:19]=[CH:20][C:13]=2[Cl:12])[O:7][N:6]=1. Run in C1(=CC=CC=C1)C (toluene).